This data is from the Open Reaction Database (ORD), a public repository of structured organic reaction records. The task is: describe an organic reaction: reactants, conditions, products, and yield The reactants are CCOC(=O)CC(C)C(=O)c1ccc(OC2CCN(C(=O)OC(C)(C)C)CC2)cc1, CO, [Na+], [OH-]. Product: CC(CC(=O)O)C(=O)c1ccc(OC2CCN(C(=O)OC(C)(C)C)CC2)cc1. As a reaction SMILES: [C:1]([CH3:2])([CH3:3])([CH3:4])[O:5][C:6](=[O:7])[N:8]1[CH2:9][CH2:10][CH:11]([O:14][c:15]2[cH:16][cH:17][c:18]([C:21]([CH:22]([CH2:23][C:24](=[O:25])[O:26][CH2:27][CH3:28])[CH3:29])=[O:30])[cH:19][cH:20]2)[CH2:12][CH2:13]1.[CH3:33][OH:34].[Na+:32].[OH-:31]>>[C:1]([CH3:2])([CH3:3])([CH3:4])[O:5][C:6](=[O:7])[N:8]1[CH2:9][CH2:10][CH:11]([O:14][c:15]2[cH:16][cH:17][c:18]([C:21]([CH:22]([CH2:23][C:24](=[O:25])[OH:26])[CH3:29])=[O:30])[cH:19][cH:20]2)[CH2:12][CH2:13]1. Starting materials: NC1=C(C=CC(=C1)Br)NC(=O)C1CC(C1)=O (N-(2-amino-4-bromophenyl)-3-oxocyclobutanecarboxamide), CC(=O)O (AcOH). The solvent is CC#N (CH3CN). Product: BrC=1C=CC2=C(N(C(=N2)C2CC(C2)=O)C)C1 (3-(6-Bromo-1-methyl-1H-benzimidazol-2-yl)cyclobutanone). Reaction SMILES: [NH2:1][C:2]1[CH:7]=[C:6]([Br:8])[CH:5]=[CH:4][C:3]=1[NH:9][C:10]([CH:12]1[CH2:15][C:14](=[O:16])[CH2:13]1)=O.[CH3:17]C(O)=O>CC#N>[Br:8][C:6]1[CH:5]=[CH:4][C:3]2[N:9]=[C:10]([CH:12]3[CH2:15][C:14](=[O:16])[CH2:13]3)[N:1]([CH3:17])[C:2]=2[CH:7]=1. Reported procedure: To a stirred solution of N-(2-amino-4-bromophenyl)-3-oxocyclobutanecarboxamide (2.7 g) in CH3CN (20 ml) was added AcOH (2 ml), and the mixture was heated under reflux for 3 h. The mixture was concentrated in vacuo, and poured into saturated NaHCO3 solution. The mixture was extracted with EtOAc, washed with water and brine successively, dried over Na2SO4, concentrated in vacuo, and purified by column chromatography (hexane/EtOAc) to afford the title compound (2.0 g) as an off-white solid. Reactants: C(=O)(N1C=NC=C1)N1C=NC=C1 (Carbonyldiimidazole), BrC=1C=CC(=C(C(=O)O)C1)F (5-bromo-2-fluorobenzoic acid), FC(OC1=CC=C(N)C=C1)(F)F (4-(trifluoromethoxy)aniline). Run in CN(C)C=O (DMF). Run at temperature 0 celsius, time 2 hour. Product: BrC=1C=CC(=C(C(=O)NC2=CC=C(C=C2)OC(F)(F)F)C1)F (5-Bromo-2-fluoro-N-(4-(trifluoromethoxy)phenyl)benzamide). RXN SMILES: C(N1C=CN=C1)(N1C=CN=C1)=O.[Br:13][C:14]1[CH:15]=[CH:16][C:17]([F:23])=[C:18]([CH:22]=1)[C:19]([OH:21])=O.[F:24][C:25]([F:35])([F:34])[O:26][C:27]1[CH:33]=[CH:32][C:30]([NH2:31])=[CH:29][CH:28]=1>CN(C=O)C>[Br:13][C:14]1[CH:15]=[CH:16][C:17]([F:23])=[C:18]([CH:22]=1)[C:19]([NH:31][C:30]1[CH:32]=[CH:33][C:27]([O:26][C:25]([F:24])([F:34])[F:35])=[CH:28][CH:29]=1)=[O:21]. Procedure: Carbonyldiimidazole (1.054 g, 6.50 mmol) was added to a solution of 5-bromo-2-fluorobenzoic acid (1.129 g, 5.0 mmol) in DMF (10 mL) and the RM was stirred for 2 h at 0° C. 4-(trifluoromethoxy)aniline (1.129 g, 5.0 mmol) was added and the RM was allowed to warm up RT and stirred for 2 days. The solvent was evaporated off under reduced pressure and the residue was treated with aq. NaHCO3, stirred and filtered. The filtered material was washed with water, dissolved in EtOAc, washed with water and b... Product: COC=1C=C(C=CC=NNC(=S)N)C=CC1 (3-methoxycinnamaldehyde Thiosemicarbazone). The reactants are COC=1C=C(C=CC=O)C=CC1 (3-methoxycinnamaldehyde), NNC(=S)N (thiosemicarbazide). The yield is 52.0%. Reported procedure: The compound is prepared according to the method described in Example 1A from 3-methoxycinnamaldehyde (2.47 mmol) and from thiosemicarbazide (2.47 mmol). Yield 52%. As a reaction SMILES: [CH3:1][O:2][C:3]1[CH:4]=[C:5]([CH:10]=[CH:11][CH:12]=1)[CH:6]=[CH:7][CH:8]=O.[NH2:13][NH:14][C:15]([NH2:17])=[S:16]>>[CH3:1][O:2][C:3]1[CH:4]=[C:5]([CH:10]=[CH:11][CH:12]=1)[CH:6]=[CH:7][CH:8]=[N:13][NH:14][C:15]([NH2:17])=[S:16]. Reactants: [OH-].[K+] (KOH), Cl (HCl), [OH-].[K+] (Potassium hydroxide), C1(CCC1)(C(=O)OCC)C(=O)OCC (diethyl cyclobutane-1,1-dicarboxylate), product, [OH-].[K+] (KOH), ice, dicarboxylic acid. Run in C(C)O (ethanol). Reaction conditions: time 8 hour. Product: C(C)OC(=O)C1(CCC1)C(=O)O (1-(Ethoxycarbonyl)cyclobutanecarboxylic acid). As a reaction SMILES: [OH-].[K+].[C:3]1([C:12]([O:14]CC)=[O:13])([C:7]([O:9][CH2:10][CH3:11])=[O:8])[CH2:6][CH2:5][CH2:4]1.Cl>C(O)C>[CH2:10]([O:9][C:7]([C:3]1([C:12]([OH:14])=[O:13])[CH2:4][CH2:5][CH2:6]1)=[O:8])[CH3:11] |f:0.1|. Reported procedure: Potassium hydroxide (aq 10% b/w) (152.3 mL, 272 mmol) was added dropwise over 50 minutes to a 0° C. solution of diethyl cyclobutane-1,1-dicarboxylate (49.52 g, 247 mmol) in 95% ethanol (220 mL). Stirring was continued overnight while allowing the ice bath to warm to r. t. LC/MS after 1 hr indicated a 79.4% complete reaction, ca. 86% after overnight. Additional 10% aq KOH was added (0.11 eq, 15.26 mL, total now 1.21 eq) in small portions over 2 minutes, and stirring was continued for 1 hr. LC/MS ... Reactants: COC=1C(=C(OCCCOC2=C(C3=C(CCC(O3)C(=O)OC)C=C2)CCC)C=CC1C=1N=CSC1)CCC (Methyl 3,4-dihydro-7-[3-[3-methoxy-2-propyl-4-(4-thiazolyl) -phenoxy]propoxy]-8-propyl-2H-1-benzopyran-2-carboxylate), CO.C1CCOC1 (methanol THF), C(C)(=O)OCC (ethyl acetate). Solvent: [OH-].[Li+] (lithium hydroxide), [Li+].[OH-] (LiOH). Product: COC=1C(=C(OCCCOC2=C(C3=C(CCC(O3)C(=O)O)C=C2)CCC)C=CC1C=1N=CSC1)CCC (3,4-dihydro-7-[3-[3-methoxy-2-propyl-4-(4-thiazolyl) phenoxy]-propoxy]-8-propyl-2H-1-benzopyran-2-carboxylic acid). As a reaction SMILES: [CH3:1][O:2][C:3]1[C:4]([CH2:36][CH2:37][CH3:38])=[C:5]([CH:28]=[CH:29][C:30]=1[C:31]1[N:32]=[CH:33][S:34][CH:35]=1)[O:6][CH2:7][CH2:8][CH2:9][O:10][C:11]1[CH:24]=[CH:23][C:14]2[CH2:15][CH2:16][CH:17]([C:19]([O:21]C)=[O:20])[O:18][C:13]=2[C:12]=1[CH2:25][CH2:26][CH3:27].CO.C1COCC1.C(OCC)(=O)C>[OH-].[Li+]>[CH3:1][O:2][C:3]1[C:4]([CH2:36][CH2:37][CH3:38])=[C:5]([CH:28]=[CH:29][C:30]=1[C:31]1[N:32]=[CH:33][S:34][CH:35]=1)[O:6][CH2:7][CH2:8][CH2:9][O:10][C:11]1[CH:24]=[CH:23][C:14]2[CH2:15][CH2:16][CH:17]([C:19]([OH:21])=[O:20])[O:18][C:13]=2[C:12]=1[CH2:25][CH2:26][CH3:27] |f:1.2,4.5|. Reported procedure: The compound of Example 11 (27 mg, 50 mmol) was combined with 2 mL of 4:1 methanol/THF and 0.1 mL of IN lithium hydroxide, and the mixture was allowed to react at room temperature for 3 hr (another 0.05 mL LiOH was added after 1.5 hr). The reaction mixture was poured into ethyl acetate/0.5 M hydrochloric acid, and the ethyl acetate layer was washed with brine, dried over sodium sulfate and concentrated under vacuum to give the product. High resolution mass spectrum, m/e 481.2281 (calculated for ... The reactants are ClCCl, CSCc1cccc2c(C(CCC#N)c3ccc(C(F)(F)F)cc3F)c[nH]c12, O=C(OO)c1cccc(Cl)c1. Product: CS(=O)Cc1cccc2c(C(CCC#N)c3ccc(C(F)(F)F)cc3F)c[nH]c12. RXN SMILES: [Cl:40][CH2:41][Cl:42].[F:1][c:2]1[c:3]([CH:12]([CH2:13][CH2:14][C:15]#[N:16])[c:17]2[cH:18][nH:19][c:20]3[c:21]([CH2:26][S:27][CH3:28])[cH:22][cH:23][cH:24][c:25]23)[cH:4][cH:5][c:6]([C:8]([F:9])([F:10])[F:11])[cH:7]1.[OH:29][O:30][C:31]([c:32]1[cH:33][c:34]([Cl:35])[cH:36][cH:37][cH:38]1)=[O:39]>>[F:1][c:2]1[c:3]([CH:12]([CH2:13][CH2:14][C:15]#[N:16])[c:17]2[cH:18][nH:19][c:20]3[c:21]([CH2:26][S:27]([CH3:28])=[O:29])[cH:22][cH:23][cH:24][c:25]23)[cH:4][cH:5][c:6]([C:8]([F:9])([F:10])[F:11])[cH:7]1.